Dataset: the Open Reaction Database (ORD), a public repository of structured organic reaction records. Task: describe an organic reaction: reactants, conditions, products, and yield RXN SMILES: [OH:1][CH2:2][C:3]([N:5]([CH2:9][CH2:10][CH3:11])[CH2:6][CH2:7][CH3:8])=[O:4].CN(C)C=O.[H-].[Na+].Cl[C:20]1[C:29]2[CH2:28][CH2:27][CH2:26][CH2:25][C:24]=2[N:23]=[C:22]([C:30]2[CH:35]=[CH:34][C:33]([F:36])=[CH:32][CH:31]=2)[N:21]=1>C(Cl)(Cl)Cl>[F:36][C:33]1[CH:34]=[CH:35][C:30]([C:22]2[N:21]=[C:20]([O:1][CH2:2][C:3]([N:5]([CH2:9][CH2:10][CH3:11])[CH2:6][CH2:7][CH3:8])=[O:4])[C:29]3[CH2:28][CH2:27][CH2:26][CH2:25][C:24]=3[N:23]=2)=[CH:31][CH:32]=1 |f:2.3|. The reactants are ClC1=NC(=NC=2CCCCC12)C1=CC=C(C=C1)F (4-chloro-2-(4-fluorophenyl)-5,6,7,8-tetrahydroquinazoline), OCC(=O)N(CCC)CCC (2-hydroxy-N,N-dipropylacetamide), CN(C=O)C (dimethylformamide), ice water, [H-].[Na+] (sodium hydride). Yields the product FC1=CC=C(C=C1)C1=NC=2CCCCC2C(=N1)OCC(=O)N(CCC)CCC (2-[2-(4-fluorophenyl)-5,6,7,8-tetrahydro-4-quinazolinyloxy]-N,N-dipropylacetamide). Conditions: temperature 0 celsius, time 1 hour. The solvent is C(Cl)(Cl)Cl (chloroform). The yield is 75.0%. Reported procedure: To a mixture of 2-hydroxy-N,N-dipropylacetamide (1.8 g) and dimethylformamide (20 ml) is added sodium hydride (about 60% oily, 0.5 g) at 0 to 5° C., and the mixture is stirred at 0° C. for one hour. To the reaction mixture is added 4-chloro-2-(4-fluorophenyl)-5,6,7,8-tetrahydroquinazoline (2.0 g) at the same temperature, and the mixture is stirred at room temperature for four hours. To the mixture are added chloroform and ice-water, and the chloroform layer is collected, washed with water, dried... Starting materials: C(=O)([O-])[O-].[K+].[K+] (K2CO3), C1CCOC1 (THF), NC1=NC=NN2C1=C(C(=C2)C(=O)N[C@@H](CO)C(=O)OCC)C2=CC=C(C=C2)NC(=O)NC2=NC=CC(=C2)C(F)(F)F (ethyl N-[(4-amino-5-{4-[({[4-(trifluoromethyl)pyridin-2-yl]amino}carbonyl)amino]phenyl}pyrrolo[2,1-f][1,2,4]triazin-6-yl)carbonyl]serinate), CCN(CC)S(F)(F)F (DAST). Run in C(Cl)Cl.CCOC(=O)C.CO (DCM EtOAc MeOH), CCOC(=O)C (EtOAc). Reaction conditions: temperature -78 celsius, time 1 hour. Product: NC1=NC=NN2C1=C(C(=C2)C=2OCC(N2)C(=O)OCC)C2=CC=C(C=C2)NC(=O)NC2=NC=CC(=C2)C(F)(F)F (ethyl 2-(4-amino-5-{4-[({[4-(trifluoromethyl)pyridin-2-yl]amino}carbonyl)amino]phenyl}pyrrolo[2,1-f][1,2,4]triazin-6-yl)-4,5-dihydro-1,3-oxazole-4-carboxylate). The yield is 17.8%. RXN SMILES: C1COCC1.[NH2:6][C:7]1[C:12]2=[C:13]([C:27]3[CH:32]=[CH:31][C:30]([NH:33][C:34]([NH:36][C:37]4[CH:42]=[C:41]([C:43]([F:46])([F:45])[F:44])[CH:40]=[CH:39][N:38]=4)=[O:35])=[CH:29][CH:28]=3)[C:14]([C:16]([NH:18][C@H:19]([C:22]([O:24][CH2:25][CH3:26])=[O:23])[CH2:20]O)=[O:17])=[CH:15][N:11]2[N:10]=[CH:9][N:8]=1.CCN(S(F)(F)F)CC.C([O-])([O-])=O.[K+].[K+]>CCOC(C)=O.C(Cl)Cl.CCOC(C)=O.CO>[NH2:6][C:7]1[C:12]2=[C:13]([C:27]3[CH:28]=[CH:29][C:30]([NH:33][C:34]([NH:36][C:37]4[CH:42]=[C:41]([C:43]([F:45])([F:46])[F:44])[CH:40]=[CH:39][N:38]=4)=[O:35])=[CH:31][CH:32]=3)[C:14]([C:16]3[O:17][CH2:20][CH:19]([C:22]([O:24][CH2:25][CH3:26])=[O:23])[N:18]=3)=[CH:15][N:11]2[N:10]=[CH:9][N:8]=1 |f:3.4.5,7.8.9|. Reported procedure: To a solution of THF (2 mL) was added ethyl N-[(4-amino-5-{4-[({[4-(trifluoromethyl)pyridin-2-yl]amino}carbonyl)amino]phenyl}pyrrolo[2,1-f][1,2,4]triazin-6-yl)carbonyl]serinate (Example 221) (50 mg, 0.09 mmol) which was cooled to −78° C. DAST (13 μL, 0.10 mmol) was added and the reaction proceeded for 1 h while stirring under N2. Anhydrous K2CO3 was then added and the solution was allowed to warm to rt over the following 30 min. The reaction mixture was transferred to a separatory funnel, dilute...